Dataset: the Open Reaction Database (ORD), a public repository of structured organic reaction records. Task: describe an organic reaction: reactants, conditions, products, and yield The reactants are COC=1C=C(C(=O)OC)C=C(C1OC)OC (methyl 3,4,5-trimethoxybenzoate), CC=1C=C(C=CC1)CCN (2-(3-methylphenyl)ethylamine). Solvent: C(Cl)Cl (methylene chloride). Yields the product COC=1C=C(C(=O)NCCC2=CC(=CC=C2)C)C=C(C1OC)OC (N-(3,4,5-Trimethoxybenzoyl)-2-(3-methylphenyl) ethylamine). Reaction SMILES: [CH3:1][O:2][C:3]1[CH:4]=[C:5]([CH:10]=[C:11]([O:15][CH3:16])[C:12]=1[O:13][CH3:14])[C:6]([O:8]C)=O.[CH3:17][C:18]1[CH:19]=[C:20]([CH2:24][CH2:25][NH2:26])[CH:21]=[CH:22][CH:23]=1>C(Cl)Cl>[CH3:16][O:15][C:11]1[CH:10]=[C:5]([CH:4]=[C:3]([O:2][CH3:1])[C:12]=1[O:13][CH3:14])[C:6]([NH:26][CH2:25][CH2:24][C:20]1[CH:21]=[CH:22][CH:23]=[C:18]([CH3:17])[CH:19]=1)=[O:8]. Procedure: A solution of methyl 3,4,5-trimethoxybenzoate (31.1 g, 0.138 mol) and 2-(3-methylphenyl)ethylamine (18.6 g, 0.138 mol) was heated at 180° for 6 h. The dark reaction mixture was taken up in methylene chloride and washed with dilute HCl. The solvent was evaporated and the residue was chromatographed on 150 g of neutral alumina. Elution with methyl chloride/hexane (3:1) removed some by-products and elution with methylene chloride gave nearly pure amide F1 which was recrystallized from i-PrOH to giv... The reactants are B, O=C1Cc2c(Br)cccc2N1, C1CCOC1, CO, Cl, [Na+], [OH-], O. The product is Brc1cccc2c1CCN2. As a reaction SMILES: [BH3:12].[Br:1][c:2]1[c:3]2[c:7]([cH:8][cH:9][cH:10]1)[NH:6][C:5](=[O:11])[CH2:4]2.[CH2:16]1[O:17][CH2:18][CH2:19][CH2:20]1.[CH3:21][OH:22].[ClH:13].[Na+:15].[OH-:14].[OH2:23]>>[Br:1][c:2]1[c:3]2[c:7]([cH:8][cH:9][cH:10]1)[NH:6][CH2:5][CH2:4]2. Starting materials: CC(O)c1cnn2c(-c3cccc(C(F)(F)F)c3)ccnc12, CC(=O)O, O=[Cr](=O)=O, O. Yields the product CC(=O)c1cnn2c(-c3cccc(C(F)(F)F)c3)ccnc12. RXN SMILES: [CH3:1][CH:2]([OH:3])[c:4]1[cH:5][n:6][n:7]2[c:8]1[n:9][cH:10][cH:11][c:12]2-[c:13]1[cH:14][c:15]([C:19]([F:20])([F:21])[F:22])[cH:16][cH:17][cH:18]1.[CH3:27][C:28](=[O:29])[OH:30].[O:23]=[Cr:24](=[O:25])=[O:26].[OH2:31]>>[CH3:1][C:2](=[O:3])[c:4]1[cH:5][n:6][n:7]2[c:8]1[n:9][cH:10][cH:11][c:12]2-[c:13]1[cH:14][c:15]([C:19]([F:20])([F:21])[F:22])[cH:16][cH:17][cH:18]1.